This data is from the Open Reaction Database (ORD), a public repository of structured organic reaction records. The task is: describe an organic reaction: reactants, conditions, products, and yield Starting materials: COC=1C=C2C(=C(NC2=CC1)C(=O)OCC)CC[N+](=O)[O-] (ethyl 5-methoxy-3-(2-nitroethyl)-1H-indole-2-carboxylate), C(C)(=O)OC(C)=O (acetic anhydride), [H][H] (hydrogen). The reagents and catalysts are [Ni] (Raney nickel). Solvent: O1CCCC1 (tetrahydrofuran). Yields the product C(C)(=O)NCCC1=C(NC2=CC=C(C=C12)OC)C(=O)OCC (ethyl 3-(2-acetamidoethyl)-5-methoxy-1H-indole-2-carboxylate). Reaction SMILES: [CH3:1][O:2][C:3]1[CH:4]=[C:5]2[C:9](=[CH:10][CH:11]=1)[NH:8][C:7]([C:12]([O:14][CH2:15][CH3:16])=[O:13])=[C:6]2[CH2:17][CH2:18][N+:19]([O-])=O.[C:22](OC(=O)C)(=[O:24])[CH3:23].[H][H]>[Ni].O1CCCC1>[C:22]([NH:19][CH2:18][CH2:17][C:6]1[C:5]2[C:9](=[CH:10][CH:11]=[C:3]([O:2][CH3:1])[CH:4]=2)[NH:8][C:7]=1[C:12]([O:14][CH2:15][CH3:16])=[O:13])(=[O:24])[CH3:23]. Procedure: A mixed solution of ethyl 5-methoxy-3-(2-nitroethyl)-1H-indole-2-carboxylate (500 mg), tetrahydrofuran (40.0 mL), and acetic anhydride (2.00 mL) was pumped through Raney nickel cartridge, using H-cube (registered trademark) (ThalesNano Inc.) apparatus (catalyst cartridge: CatCart (registered trademark) (ThalesNano Inc.) hydrogen pressure: 60 bar, reaction temperature: 60° C., flow rate: 1 mL/s, solution concentration: 0.05 M). The obtained mixture was concentrated under reduced pressure and the ...